describe an organic reaction: reactants, conditions, products, and yield From a dataset of the Open Reaction Database (ORD), a public repository of structured organic reaction records. The reactants are C(#N)C=1C=C(C=CC1NC1=CC=C(C(=O)O)C=C1)C1=C(C=CC=C1)OC (4-(3-cyano-2′-methoxybiphenyl-4-ylamino)benzoic acid), C(C)(=O)O (Acetic Acid). The reagents and catalysts are C(C)(=O)[O-].[Pd+2].C(C)(=O)[O-] (Palladium(II) acetate). Reaction conditions: temperature 130 celsius. Product: C(N)(=O)C=1C=C(C=C2C=3C=C(C=CC3NC12)C(=O)O)C1=C(C=CC=C1)OC (8-carbamoyl-6-(2-methoxyphenyl)-9H-carbazole-3-carboxylic acid). RXN SMILES: [C:1]([C:3]1[CH:4]=[C:5]([C:19]2[CH:24]=[CH:23][CH:22]=[CH:21][C:20]=2[O:25][CH3:26])[CH:6]=[CH:7][C:8]=1[NH:9][C:10]1[CH:18]=[CH:17][C:13]([C:14]([OH:16])=[O:15])=[CH:12][CH:11]=1)#[N:2].C(O)(=[O:29])C>C([O-])(=O)C.[Pd+2].C([O-])(=O)C>[C:1]([C:3]1[CH:4]=[C:5]([C:19]2[CH:24]=[CH:23][CH:22]=[CH:21][C:20]=2[O:25][CH3:26])[CH:6]=[C:7]2[C:8]=1[NH:9][C:10]1[CH:11]=[CH:12][C:13]([C:14]([OH:16])=[O:15])=[CH:17][C:18]2=1)(=[O:29])[NH2:2] |f:2.3.4|. Procedure details: A 5 ml microwave vial was loaded with 4-(3-cyano-2′-methoxybiphenyl-4-ylamino)benzoic acid (63 mg, 0.161 mmol), Acetic Acid (4 ml) and Palladium(II) acetate (106 mg, 0.472 mmol), sealed and heated to 130° C. for 12 hours. The reaction mixture was filtered through a 0.45 um Nylon filter, the filter rinsed with acetic acid and the collected liquids evaporated. 31.5 mg of 8-carbamoyl-6-(2-methoxyphenyl)-9H-carbazole-3-carboxylic acid were isolated as a brown film and used without further purificati... Reactants: COC=1C=CC(=CC1)P2(=S)SP(=S)(S2)C=3C=CC(=CC3)OC (Lawesson reagent), COC1=CC=C(C=C1)P1SP(S1)C1=CC=C(C=C1)OC (2,4-bis(4-methoxyphenyl)-1,3,2,4-dithiadiphosphetane), N1(CCCCCC1)C1=CC=C(C=C1)S(=O)(=O)N1C(CCC1)=O (1-[4-(1-hexahydroazepinyl)benzenesulphonyl]-2-pyrrolidinone). Solvent: C(OC)COC (dimethoxyethane). The product is N1(CCCCCC1)C1=CC=C(C=C1)S(=O)(=O)N1C(CCC1)=S (1-[4-(1-Hexahydroazepinyl)benzenesulphonyl]-2-pyrrolidinethione). Yield: 57.3%. RXN SMILES: [N:1]1([C:8]2[CH:13]=[CH:12][C:11]([S:14]([N:17]3[CH2:21][CH2:20][CH2:19][C:18]3=O)(=[O:16])=[O:15])=[CH:10][CH:9]=2)[CH2:7][CH2:6][CH2:5][CH2:4][CH2:3][CH2:2]1.COC1C=CC(P2(SP(C3C=CC(OC)=CC=3)(=S)S2)=[S:32])=CC=1.COC1C=CC(P2SP(C3C=CC(OC)=CC=3)S2)=CC=1>C(COC)OC>[N:1]1([C:8]2[CH:13]=[CH:12][C:11]([S:14]([N:17]3[CH2:21][CH2:20][CH2:19][C:18]3=[S:32])(=[O:16])=[O:15])=[CH:10][CH:9]=2)[CH2:7][CH2:6][CH2:5][CH2:4][CH2:3][CH2:2]1. Procedure details: A mixture comprising 5 g of 1-[4-(1-hexahydroazepinyl)benzenesulphonyl]-2-pyrrolidinone, prepared as in Example 18 of the European Patent Application published under No. 0,033,578, and 3.13 g of Lawesson reagent (or 2,4-bis(4-methoxyphenyl)-1,3,2,4-dithiadiphosphetane in 100 cm3 of dimethoxyethane is heated to reflux for 3 hours. The mixture is allowed to return to room temperature and is evaporated to dryness, and the residue is chromatographed on silica (eluant: benzene). 2 g of product are re... Reactants: C(C)(C)NC(C)C.[Li] (lithium diisopropylamine), FC1=C(C=CC(=C1)F)Br (2,4-difluorobromobenzene), C(C)(C)(C)OO (t-butyl hydroperoxide). Run in O (water). Reaction conditions: temperature -65 celsius, time 2 hour. Yields the product OC=1C(=C(C=CC1F)Br)F (3-Hydroxy-2,4-difluoro-bromobenzene). RXN SMILES: C(NC(C)C)(C)C.[Li].[F:9][C:10]1[CH:15]=[C:14]([F:16])[CH:13]=[CH:12][C:11]=1[Br:17].C([O:22]O)(C)(C)C>O>[OH:22][C:15]1[C:10]([F:9])=[C:11]([Br:17])[CH:12]=[CH:13][C:14]=1[F:16] |f:0.1,^1:7|. Procedure details: A quantity of 40.2 ml of 2.0 M lithium diisopropylamine (LDA) is dissolved in 80 ml of TIF at −78° C. and 15.4 g of 2,4-difluorobromobenzene is added keeping the temperature below −65° C. The reaction is stirred at −65° C. for 2 hours and 6.6 ml of 6 M anhydrous t-butyl hydroperoxide is added. After warming at room temperature, 100 ml of water is added and the mixture acidified. The solvent is removed by evaporation and the aqueous layer extracted with ether. The extracts are dried and then conc... Starting materials: BrC1=CC(=C(C=C1)N1C(=NNC1=O)C[C@H]1CN(CC1)C(=O)N(C)C)F ((3S)-3-{[4-(4-bromo-2-fluorophenyl)-5-oxo-4,5-dihydro-1H-1,2,4-triazol-3-yl]methyl}-N,N-dimethyl-1-pyrrolidinecarboxamide), COC1=CC=C(C=C1)B(O)O (4-methoxyphenylboronic acid), C([O-])([O-])=O.[K+].[K+] (potassium carbonate). The reagents and catalysts are C1=CC=C(C=C1)P([C-]2C=CC=C2)C3=CC=CC=C3.C1=CC=C(C=C1)P([C-]2C=CC=C2)C3=CC=CC=C3.Cl[Pd]Cl.[Fe+2].ClCCl (dichloro[1,1′-bis(diphenylphosphino)ferrocene]palladium(II) dichloromethane). Run in O1CCOCC1 (dioxane). Reaction conditions: temperature 110 celsius, time 2 hour. Yields the product FC=1C=C(C=CC1N1C(=NNC1=O)C[C@H]1CN(CC1)C(=O)N(C)C)C1=CC=C(C=C1)OC ((3S)-3-({4-[3-fluoro-4′-(methyloxy)-4-biphenylyl]-5-oxo-4,5-dihydro-1H-1,2,4-triazol-3-yl}methyl)-N,N-dimethyl-1-pyrrolidinecarboxamide). RXN SMILES: Br[C:2]1[CH:7]=[CH:6][C:5]([N:8]2[C:12](=[O:13])[NH:11][N:10]=[C:9]2[CH2:14][C@@H:15]2[CH2:19][CH2:18][N:17]([C:20]([N:22]([CH3:24])[CH3:23])=[O:21])[CH2:16]2)=[C:4]([F:25])[CH:3]=1.[CH3:26][O:27][C:28]1[CH:33]=[CH:32][C:31](B(O)O)=[CH:30][CH:29]=1.C(=O)([O-])[O-].[K+].[K+]>O1CCOCC1.C1C=CC(P(C2C=CC=CC=2)[C-]2C=CC=C2)=CC=1.C1C=CC(P(C2C=CC=CC=2)[C-]2C=CC=C2)=CC=1.Cl[Pd]Cl.[Fe+2].ClCCl>[F:25][C:4]1[CH:3]=[C:2]([C:31]2[CH:32]=[CH:33][C:28]([O:27][CH3:26])=[CH:29][CH:30]=2)[CH:7]=[CH:6][C:5]=1[N:8]1[C:12](=[O:13])[NH:11][N:10]=[C:9]1[CH2:14][C@@H:15]1[CH2:19][CH2:18][N:17]([C:20]([N:22]([CH3:24])[CH3:23])=[O:21])[CH2:16]1 |f:2.3.4,6.7.8.9.10|. Procedure details: A solution of (3S)-3-{[4-(4-bromo-2-fluorophenyl)-5-oxo-4,5-dihydro-1H-1,2,4-triazol-3-yl]methyl}-N,N-dimethyl-1-pyrrolidinecarboxamide (0.146 mmol) in dioxane (2 mL) was treated with 4-methoxyphenylboronic acid (0.165 mmol), dichloro[1,1′-bis(diphenylphosphino)ferrocene]palladium(II)-dichloromethane adduct (10 mg), and 2M aq potassium carbonate (1 mL). The reaction mixture was purged with nitrogen, sealed, and stirred at 110° C. for 2 h. The solution was cooled to room temperature. The dioxane ...